Dataset: the Open Reaction Database (ORD), a public repository of structured organic reaction records. Task: describe an organic reaction: reactants, conditions, products, and yield Reactants: 1A, N1C(C(C=2C=NC=CC21)=O)=O (1H-pyrrolo[3,2-c]pyridine-2,3-dione), N1C=CC=2C1=NC=CC2 (1H-pyrrolo[2,3-b]pyridine). Product: C(CCCC)N1C(C(C=2C=NC=CC21)=O)=O (1-pentyl-1H-pyrrolo[3,2-c]pyridine-2,3-dione). Reaction SMILES: [NH:1]1[C:9]2[CH:8]=[CH:7][N:6]=[CH:5][C:4]=2[C:3](=[O:10])[C:2]1=[O:11].N1C2=NC=[CH:19][CH:20]=[C:15]2[CH:14]=[CH:13]1>>[CH2:13]([N:1]1[C:9]2[CH:8]=[CH:7][N:6]=[CH:5][C:4]=2[C:3](=[O:10])[C:2]1=[O:11])[CH2:14][CH2:15][CH2:20][CH3:19]. Reported procedure: Following the procedure as described in PREPARATION 1A, and making non-critical variations using 1H-pyrrolo[3,2-c]pyridine-2,3-dione (see Rivalle, C., et al, J. Heterocyclic Chem. (1997), 34:441) to replace 1H-pyrrolo[2,3-b]pyridine, the title compound was obtained (36%): 1H NMR (300 MHz, CDCl3) δ 8.71-8.64 (m, 2H), 6.90 (d, 1H), 3.71 (t, 2H), 1.74-1.62 (m, 2H), 1.41-1.27 (m, 4H), 0.89 (t, 3H); MS (ES+) m/z 219.3 (M+1). The reactants are FC1=CC=C(CN2C(C=3N(CC2)C(C=C(C3O)O)=O)=O)C=C1 (2-(4-fluorobenzyl)-8,9-dihydroxy-3,4-dihydro-2H-pyrido[1,2-a]pyrazine-1,6-dione), N1CCCCC1 (piperidine), C=O (formaldehyde). Run in C(C)O (ethanol). Conditions: time 6 hour. The product is FC1=CC=C(CN2C(C=3N(CC2)C(C(=C(C3O)O)CN3CCCCC3)=O)=O)C=C1 (2-(4-Fluorobenzyl)-8,9-dihydroxy-7-(piperidin-1-ylmethyl)-3,4-dihydro-2H-pyrido[1,2-a]pyrazine-1,6-dione). As a reaction SMILES: [F:1][C:2]1[CH:22]=[CH:21][C:5]([CH2:6][N:7]2[CH2:12][CH2:11][N:10]3[C:13](=[O:19])[CH:14]=[C:15]([OH:18])[C:16]([OH:17])=[C:9]3[C:8]2=[O:20])=[CH:4][CH:3]=1.[NH:23]1[CH2:28][CH2:27][CH2:26][CH2:25][CH2:24]1.[CH2:29]=O>C(O)C>[F:1][C:2]1[CH:3]=[CH:4][C:5]([CH2:6][N:7]2[CH2:12][CH2:11][N:10]3[C:13](=[O:19])[C:14]([CH2:29][N:23]4[CH2:28][CH2:27][CH2:26][CH2:25][CH2:24]4)=[C:15]([OH:18])[C:16]([OH:17])=[C:9]3[C:8]2=[O:20])=[CH:21][CH:22]=1. Procedure: A mixture of 2-(4-fluorobenzyl)-8,9-dihydroxy-3,4-dihydro-2H-pyrido[1,2-a]pyrazine-1,6-dione (0.2 g, 0.66 mmol), piperidine (0.13 mL, 1.3 mmol), and formaldehyde (0.08 mL, 37% solution in water) in absolute ethanol (5 mL) was stirred at room temperature for 6 h. The product mixture was concentrated under vacuum, and the residue was subjected to HPLC purification on C-18 stationary phase eluted with water/acetonitrile/TFA mobile phase. Collection and lyophilization of appropriate fractions provid... Reactants: CC1CCN(c2ccc3[nH]c(-c4nn(C5CCCCO5)c5ccc([N+](=O)[O-])cc45)nc3c2)CC1, CCO, [H][H]. Product: CC1CCN(c2ccc3[nH]c(-c4nn(C5CCCCO5)c5ccc(N)cc45)nc3c2)CC1. Reaction SMILES: [CH3:1][CH:2]1[CH2:3][CH2:4][N:5]([c:8]2[cH:9][c:10]3[c:11]([nH:12][c:13](-[c:15]4[n:16][n:17]([CH:27]5[O:28][CH2:29][CH2:30][CH2:31][CH2:32]5)[c:18]5[cH:19][cH:20][c:21]([N+:24]([O-:25])=[O:26])[cH:22][c:23]45)[n:14]3)[cH:33][cH:34]2)[CH2:6][CH2:7]1.[CH3:37][CH2:38][OH:39].[H:35][H:36]>>[CH3:1][CH:2]1[CH2:3][CH2:4][N:5]([c:8]2[cH:9][c:10]3[c:11]([nH:12][c:13](-[c:15]4[n:16][n:17]([CH:27]5[O:28][CH2:29][CH2:30][CH2:31][CH2:32]5)[c:18]5[cH:19][cH:20][c:21]([NH2:24])[cH:22][c:23]45)[n:14]3)[cH:33][cH:34]2)[CH2:6][CH2:7]1. Starting materials: CCN(C(C)C)C(C)C, C1CCOC1, Cn1cc(N)cn1, Cc1onc(-c2ccc(Cl)cc2)c1COc1ccc(C(=O)O)cn1, O, On1nnc2ccccc21. The product is Cc1onc(-c2ccc(Cl)cc2)c1COc1ccc(C(=O)Nc2cnn(C)c2)cn1. Reaction SMILES: [CH2:43]([N:44]([CH:45]([CH3:46])[CH3:47])[CH:48]([CH3:49])[CH3:50])[CH3:51].[CH2:52]1[O:53][CH2:54][CH2:55][CH2:56]1.[CH3:25][n:26]1[n:27][cH:28][c:29]([NH2:31])[cH:30]1.[Cl:1][c:2]1[cH:3][cH:4][c:5](-[c:8]2[n:9][o:10][c:11]([CH3:24])[c:12]2[CH2:13][O:14][c:15]2[n:16][cH:17][c:18]([C:19](=[O:20])[OH:21])[cH:22][cH:23]2)[cH:6][cH:7]1.[OH2:32].[OH:33][n:34]1[c:35]2[cH:36][cH:37][cH:38][cH:39][c:40]2[n:41][n:42]1>>[Cl:1][c:2]1[cH:3][cH:4][c:5](-[c:8]2[n:9][o:10][c:11]([CH3:24])[c:12]2[CH2:13][O:14][c:15]2[n:16][cH:17][c:18]([C:19](=[O:21])[NH:31][c:29]3[cH:28][n:27][n:26]([CH3:25])[cH:30]3)[cH:22][cH:23]2)[cH:6][cH:7]1. The reactants are BrN1C(CCC1=O)=O (N-Bromosuccinimide), C(C)(=O)OC=1C=CC2=C(C3CCN(C(N2C)C3)C)C1 (1,2,3,4,5,6-hexahydro-1,3-dimethyl-2,6-methano-1,3-benzodiazocin-8-ol acetate), C([O-])(O)=O.[Na+] (sodium bicarbonate). Solvent: ClCCl (dichloromethane), CO (methanol). Run at time 5 minute. Yields the product C(C)(=O)OC=1C=C(C2=C(C3CCN(C(N2C)C3)C)C1)Br (10-bromo-1,2,3,4,5,6-hexahydro-1,3-dimethyl-2,6-methano-1,3-benzodiazocin-8-ol acetate). Isolated yield 39.5%. Reaction SMILES: [Br:1]N1C(=O)CCC1=O.[C:9]([O:12][C:13]1[CH:14]=[CH:15][C:16]2[N:23]([CH3:24])[CH:22]3[CH2:25][CH:18]([CH2:19][CH2:20][N:21]3[CH3:26])[C:17]=2[CH:27]=1)(=[O:11])[CH3:10].C(=O)(O)[O-].[Na+]>CO.ClCCl>[C:9]([O:12][C:13]1[CH:14]=[C:15]([Br:1])[C:16]2[N:23]([CH3:24])[CH:22]3[CH2:25][CH:18]([CH2:19][CH2:20][N:21]3[CH3:26])[C:17]=2[CH:27]=1)(=[O:11])[CH3:10] |f:2.3|. Procedure details: N-Bromosuccinimide (2.40 g) was added in three portions to a solution of 3.50 g of crude 1,2,3,4,5,6-hexahydro-1,3-dimethyl-2,6-methano-1,3-benzodiazocin-8-ol acetate in 135 ml of deoxygenated methanol. The resulting solution was stirred at room temperature for five minutes and then diluted with dichloromethane and a saturated sodium bicarbonate solution. The aqueous phase was separated and extracted with dichloromethane, and the combined organic layers were washed with saturated sodium chloride... Reactants: [Cl-].C(C1=CC=CC=C1)OC1=CC2=CN3[N+](=C2C=C1)CCC3 (2,3-dihydro-7-benzyloxy-1H-pyrazolo[1,2-a]indazolium chloride). The reagents and catalysts are [Pd] (palladium-charcoal). Run in CO (methanol). Yields the product [Cl-].OC1=CC2=CN3[N+](=C2C=C1)CCC3 (2,3-dihydro-7-hydroxy-1H-pyrazolo[1,2-a]indazolium chloride). The yield is 83.3%. Reaction SMILES: [Cl-:1].C([O:9][C:10]1[CH:18]=[CH:17][C:16]2[C:12](=[CH:13][N:14]3[CH2:21][CH2:20][CH2:19][N+:15]3=2)[CH:11]=1)C1C=CC=CC=1>CO.[Pd]>[Cl-:1].[OH:9][C:10]1[CH:18]=[CH:17][C:16]2[C:12](=[CH:13][N:14]3[CH2:21][CH2:20][CH2:19][N+:15]3=2)[CH:11]=1 |f:0.1,4.5|. Reported procedure: 2,3-Dihydro-7-benzyloxy-1H-pyrazolo[1,2-a]indazolium chloride (6 g) obtained in Examples 1 and 2 was dissolved in methanol (100 ml) and catalytically reduced by adding 10% palladium-charcoal (0.6 g) to the solution, to give 3.5 g of 2,3-dihydro-7-hydroxy-1H-pyrazolo[1,2-a]indazolium chloride. After recrystallization from isobutanol, the product had a melting point of 278° to 279° C. (decomposition).